Dataset: the Open Reaction Database (ORD), a public repository of structured organic reaction records. Task: describe an organic reaction: reactants, conditions, products, and yield Product: ClC1=C(C=CC(=C1)Cl)C1=CC(=NC(=N1)SCC)N (6-(2,4-Dichlorophenyl)-2-(ethylthio)pyrimidine-4-amine). Reported procedure: 67.5 g (248 mmol) of 4-amino-6-(2,4-dichlorophenyl)pyrimidine-2(1H)-thione and 77.37 g (496.04 mmol) of iodoethane are dissolved in 560 ml of dry DMSO and, at RT, 270 ml of a saturated aqueous sodium bicarbonate solution are slowly added. The mixture is stirred at RT for 5 h and then 440 ml of water are added. The precipitate is filtered off with suction, washed with water and sucked dry. It is stirred twice with 100 ml of isopropanol each time and again filtered off with suction. It is washed o... Reaction SMILES: [NH2:1][C:2]1[CH:7]=[C:6]([C:8]2[CH:13]=[CH:12][C:11]([Cl:14])=[CH:10][C:9]=2[Cl:15])[NH:5][C:4](=[S:16])[N:3]=1.I[CH2:18][CH3:19].C(=O)(O)[O-].[Na+].O>CS(C)=O>[Cl:15][C:9]1[CH:10]=[C:11]([Cl:14])[CH:12]=[CH:13][C:8]=1[C:6]1[N:5]=[C:4]([S:16][CH2:18][CH3:19])[N:3]=[C:2]([NH2:1])[CH:7]=1 |f:2.3|. The reactants are O (water), NC1=NC(NC(=C1)C1=C(C=C(C=C1)Cl)Cl)=S (4-amino-6-(2,4-dichlorophenyl)pyrimidine-2(1H)-thione), ICC (iodoethane), C([O-])(O)=O.[Na+] (sodium bicarbonate). Run in CS(=O)C (DMSO). Conditions: time 5 hour. Reactants: O=CCBr, C#CC(N)(CCC)CCC, CO, [Na+], [OH-]. Yields the product C#CC(CCC)(CCC)NCC=O. RXN SMILES: [Br:11][CH2:12][CH:13]=[O:14].[CH2:1]([CH2:2][CH3:3])[C:4]([C:5]#[CH:6])([CH2:7][CH2:8][CH3:9])[NH2:10].[CH3:17][OH:18].[Na+:16].[OH-:15]>>[CH2:1]([CH2:2][CH3:3])[C:4]([C:5]#[CH:6])([CH2:7][CH2:8][CH3:9])[NH:10][CH2:12][CH:13]=[O:14]. Starting materials: CCOC(C)=O, N#Cc1cc(O)c2cnn(-c3cc(F)c(OCc4ccccc4)c(F)c3)c2c1. Product: N#Cc1cc(O)c2cnn(-c3cc(F)c(O)c(F)c3)c2c1. As a reaction SMILES: [CH3:29][CH2:30][O:31][C:32](=[O:33])[CH3:34].[F:1][c:2]1[cH:3][c:4](-[n:17]2[n:18][cH:19][c:20]3[c:21]([OH:28])[cH:22][c:23]([C:26]#[N:27])[cH:24][c:25]23)[cH:5][c:6]([F:16])[c:7]1[O:8][CH2:9][c:10]1[cH:11][cH:12][cH:13][cH:14][cH:15]1>>[F:1][c:2]1[cH:3][c:4](-[n:17]2[n:18][cH:19][c:20]3[c:21]([OH:28])[cH:22][c:23]([C:26]#[N:27])[cH:24][c:25]23)[cH:5][c:6]([F:16])[c:7]1[OH:8]. Starting materials: COC(=O)c1cnc(N2CCN3CCCCC3C2)nc1, C[Al](C)C, Cc1ccccc1, COc1cc(CCc2cc(N)[nH]n2)cc(OC)c1. The product is COc1cc(CCc2cc(NC(=O)c3cnc(N4CCN5CCCCC5C4)nc3)[nH]n2)cc(OC)c1. As a reaction SMILES: [CH2:23]1[N:24]([c:33]2[n:34][cH:35][c:36]([C:39](=[O:40])[O:41][CH3:42])[cH:37][n:38]2)[CH2:25][CH2:26][N:27]2[CH:28]1[CH2:29][CH2:30][CH2:31][CH2:32]2.[CH3:1][Al:2]([CH3:3])[CH3:4].[CH3:43][c:44]1[cH:45][cH:46][cH:47][cH:48][cH:49]1.[CH3:5][O:6][c:7]1[cH:8][c:9]([CH2:15][CH2:16][c:17]2[cH:18][c:19]([NH2:22])[nH:20][n:21]2)[cH:10][c:11]([O:13][CH3:14])[cH:12]1>>[CH3:5][O:6][c:7]1[cH:8][c:9]([CH2:15][CH2:16][c:17]2[cH:18][c:19]([NH:22][C:39]([c:36]3[cH:35][n:34][c:33]([N:24]4[CH2:23][CH:28]5[N:27]([CH2:26][CH2:25]4)[CH2:32][CH2:31][CH2:30][CH2:29]5)[n:38][cH:37]3)=[O:40])[nH:20][n:21]2)[cH:10][c:11]([O:13][CH3:14])[cH:12]1. Reactants: [Cl-], O=Cc1ccc(-c2ccn3c(I)cnc3c2)cc1, [Li+], [Na+], [Na+], O=C([O-])[O-], C1COCCO1, OB(O)c1ccccc1. Product: O=Cc1ccc(-c2ccn3c(-c4ccccc4)cnc3c2)cc1. As a reaction SMILES: [Cl-:35].[I:1][c:2]1[cH:3][n:4][c:5]2[n:6]1[cH:7][cH:8][c:9](-[c:11]1[cH:12][cH:13][c:14]([CH:15]=[O:16])[cH:17][cH:18]1)[cH:10]2.[Li+:34].[Na+:28].[Na+:29].[O-:30][C:31](=[O:32])[O-:33].[O:36]1[CH2:37][CH2:38][O:39][CH2:40][CH2:41]1.[c:19]1([B:25]([OH:26])[OH:27])[cH:20][cH:21][cH:22][cH:23][cH:24]1>>[c:2]1(-[c:19]2[cH:20][cH:21][cH:22][cH:23][cH:24]2)[cH:3][n:4][c:5]2[n:6]1[cH:7][cH:8][c:9](-[c:11]1[cH:12][cH:13][c:14]([CH:15]=[O:16])[cH:17][cH:18]1)[cH:10]2.